From a dataset of the Open Reaction Database (ORD), a public repository of structured organic reaction records. describe an organic reaction: reactants, conditions, products, and yield Starting materials: ClC=1C=C(C=NC1Cl)CO (5,6-dichloro-pyridin-3-yl-methanol), C1(=CC=CC=C1)B(O)O (phenylboronic acid), C(=O)([O-])[O-].[K+].[K+] (K2CO3), C(C)(=O)OCC (ethyl acetate). Reagents/catalysts: C=1C=CC(=CC1)[P](C=2C=CC=CC2)(C=3C=CC=CC3)[Pd]([P](C=4C=CC=CC4)(C=5C=CC=CC5)C=6C=CC=CC6)([P](C=7C=CC=CC7)(C=8C=CC=CC8)C=9C=CC=CC9)[P](C=1C=CC=CC1)(C=1C=CC=CC1)C=1C=CC=CC1 (tetrakis(triphenylphosphine)palladium(0)). Run in O (H2O), C(OC)COC (dimethoxyethane). The product is ClC=1C=C(C=NC1C1=CC=CC=C1)CO (5-chloro-6-phenyl-pyridin-3-yl-methanol). Yield: 97.2%. RXN SMILES: [Cl:1][C:2]1[CH:3]=[C:4]([CH2:9][OH:10])[CH:5]=[N:6][C:7]=1Cl.[C:11]1(B(O)O)[CH:16]=[CH:15][CH:14]=[CH:13][CH:12]=1.C([O-])([O-])=O.[K+].[K+].C(OCC)(=O)C>O.C(COC)OC.C1C=CC([P]([Pd]([P](C2C=CC=CC=2)(C2C=CC=CC=2)C2C=CC=CC=2)([P](C2C=CC=CC=2)(C2C=CC=CC=2)C2C=CC=CC=2)[P](C2C=CC=CC=2)(C2C=CC=CC=2)C2C=CC=CC=2)(C2C=CC=CC=2)C2C=CC=CC=2)=CC=1>[Cl:1][C:2]1[CH:3]=[C:4]([CH2:9][OH:10])[CH:5]=[N:6][C:7]=1[C:11]1[CH:16]=[CH:15][CH:14]=[CH:13][CH:12]=1 |f:2.3.4,^1:42,44,63,82|. Reported procedure: A solution of 5,6-dichloro-pyridin-3-yl-methanol (10.0 g, 56.2 mmol), phenylboronic acid (7.5 g, 61.5 mmol), K2CO3 (20.0 g, 145 mmol) in H2O (140 mL) and dimethoxyethane (140 mL, 0.4 M), is degassed and treated with tetrakis(triphenylphosphine)palladium(0) (1.4 g, 1.2 mmol) and warmed to a gentle reflux under nitrogen for 4 h. After cooling to room temperature, ethyl acetate (100 mL) is added and the solids are filtered and washed with ethyl acetate (20 ml). The filtrate is extracted with ethyl ... The reactants are COC(=O)c1ccc(OCCCBr)c(OC)c1, CC(=O)O, O=N[O-], [Na+], O, O=[N+]([O-])O. Product: COC(=O)c1cc(OC)c(OCCCBr)cc1[N+](=O)[O-]. Reaction SMILES: [Br:1][CH2:2][CH2:3][CH2:4][O:5][c:6]1[c:7]([O:16][CH3:17])[cH:8][c:9]([C:10](=[O:11])[O:12][CH3:13])[cH:14][cH:15]1.[CH3:22][C:23](=[O:24])[OH:25].[N:18](=[O:19])[O-:20].[Na+:21].[OH2:30].[OH:26][N+:27](=[O:28])[O-:29]>>[Br:1][CH2:2][CH2:3][CH2:4][O:5][c:6]1[c:7]([O:16][CH3:17])[cH:8][c:9]([C:10](=[O:11])[O:12][CH3:13])[c:14]([N+:18](=[O:19])[O-:20])[cH:15]1. Reaction SMILES: [C:47]([CH3:48])(=[O:49])[O:50][C:51]([CH3:52])([CH3:53])[CH3:54].[C:56]([OH:57])(=[O:58])[CH3:59].[CH3:1][c:2]1[n:3][cH:4][n:5](-[c:7]2[s:8][cH:9][c:10]([C:12]([O:14][CH2:13][CH3:15])=[O:16])[n:11]2)[cH:6]1.[CH3:60][CH2:61][OH:62].[H-:29].[Li:55].[N:30]([CH:31]([CH3:32])[CH:33]([O:34][CH3:35])[O:36][CH3:37])=[C:38]=[S:39].[NH2:17][c:18]1[s:19][cH:20][c:21]([C:22]([O:23][CH2:24][CH3:25])=[O:26])[n:27]1.[Na+:28].[O:63]=[CH:64][N:65]([CH3:66])[CH3:67].[OH:45][OH:46].[S:40](=[O:41])(=[O:42])([OH:43])[OH:44]>>[CH3:1][c:2]1[n:3][cH:4][n:5](-[c:7]2[s:8][cH:9][c:10]([C:12](=[O:14])[CH2:48][C:47](=[O:49])[O:50][C:51]([CH3:52])([CH3:53])[CH3:54])[n:11]2)[cH:6]1. Yields the product Cc1cn(-c2nc(C(=O)CC(=O)OC(C)(C)C)cs2)cn1. Reactants: CC(=O)OC(C)(C)C, CC(=O)O, CCOC(=O)c1csc(-n2cnc(C)c2)n1, CCO, [H-], [Li], COC(OC)C(C)N=C=S, CCOC(=O)c1csc(N)n1, [Na+], CN(C)C=O, OO, O=S(=O)(O)O.